This data is from the Open Reaction Database (ORD), a public repository of structured organic reaction records. The task is: describe an organic reaction: reactants, conditions, products, and yield The reactants are C1(=CC=CC=C1)C(=[N+]=[N-])C1=CC=CC=C1 (diphenyldiazomethane), OC(C(=O)O)CCCC (2-hydroxy-L-hexanoic acid), Cl (HCl). Run in C(C)(=O)OCC (ethyl acetate), C(C)(=O)OCC (ethyl acetate). Run at time 8 hour. Product: OC(C(=O)OC(C1=CC=CC=C1)C1=CC=CC=C1)CCCC (Benzhydryl 2-hydroxy-L-hexanoate), crystals. Yield: 54.7%. As a reaction SMILES: [C:1]1([C:7]([C:10]2[CH:15]=[CH:14][CH:13]=[CH:12][CH:11]=2)=[N+]=[N-])[CH:6]=[CH:5][CH:4]=[CH:3][CH:2]=1.Cl.[OH:17][CH:18]([CH2:22][CH2:23][CH2:24][CH3:25])[C:19]([OH:21])=[O:20]>C(OCC)(=O)C>[OH:17][CH:18]([CH2:22][CH2:23][CH2:24][CH3:25])[C:19]([O:21][CH:7]([C:10]1[CH:15]=[CH:14][CH:13]=[CH:12][CH:11]=1)[C:1]1[CH:6]=[CH:5][CH:4]=[CH:3][CH:2]=1)=[O:20]. Procedure: In 90 ml of ethyl acetate, the 2-hydroxy-L-hexanoic acid (H-L-norLEUA-OH) was dissolved. A solution (15.1 g/30 ml) of diphenyldiazomethane in ethyl acetate was added dropwise to the resulting solution, followed by stirring overnight at room temperature. The reaction mixture was adjusted to pH 2 with 2N--HCl, followed by washing thrice with 200 ml portions of a saturated aqueous solution of sodium bicarbonate. The organic layer so obtained was dried over anhydrous magnesium sulfate and then filte... The reactants are O=C(Br)CBr, O=C([O-])[O-], Cc1cnc(N)cn1, [Cs+], [Cs+], CN(C)C=O, O. Yields the product Cc1cnc(NC(=O)CBr)cn1. Reaction SMILES: [Br:15][CH2:16][C:17](=[O:18])[Br:19].[C:9](=[O:10])([O-:11])[O-:12].[CH3:1][c:2]1[n:3][cH:4][c:5]([NH2:8])[n:6][cH:7]1.[Cs+:13].[Cs+:14].[O:21]=[CH:22][N:23]([CH3:24])[CH3:25].[OH2:20]>>[CH3:1][c:2]1[n:3][cH:4][c:5]([NH:8][C:17]([CH2:16][Br:15])=[O:18])[n:6][cH:7]1. Starting materials: CC1(C)COC(c2ccc(C(C)(C)C)cc2)=N1, C1CCOC1, [Li]CCCC, CCCCCC, N#N, CN(C)C=O. The product is CC1(C)COC(c2ccc(C(C)(C)C)cc2C=O)=N1. As a reaction SMILES: [C:1]([CH3:2])([CH3:3])([CH3:4])[c:5]1[cH:6][cH:7][c:8]([C:11]2=[N:15][C:14]([CH3:16])([CH3:17])[CH2:13][O:12]2)[cH:9][cH:10]1.[CH2:20]1[CH2:22][CH2:21][CH2:23][O:24]1.[CH2:25]([Li:26])[CH2:27][CH2:28][CH3:29].[CH3:30][CH2:31][CH2:32][CH2:33][CH2:34][CH3:35].[N:18]#[N:19].[O:36]=[CH:37][N:38]([CH3:39])[CH3:40]>>[C:1]([CH3:2])([CH3:3])([CH3:4])[c:5]1[cH:6][cH:7][c:8]([C:11]2=[N:15][C:14]([CH3:16])([CH3:17])[CH2:13][O:12]2)[c:9]([CH:23]=[O:24])[cH:10]1. The reactants are C(C)(C)N1C(NC(=NC1=O)SC)=O.[Na] (sodium 3-isopropyl-6-methylthio-s-triazine-2,4(1H,3H)-dione), CI (methyl iodide). Run in C(C)#N (acetonitrile). The product is CN1C(N(C(N=C1SC)=O)C(C)C)=O (1-Methyl-3-isopropyl-6-methylthio-s-triazine-2,4(1H,3H)-dione). As a reaction SMILES: [CH:1]([N:4]1[C:9](=[O:10])[N:8]=[C:7]([S:11][CH3:12])[NH:6][C:5]1=[O:13])([CH3:3])[CH3:2].[Na].[CH3:15]I>C(#N)C>[CH3:15][N:8]1[C:7]([S:11][CH3:12])=[N:6][C:5](=[O:13])[N:4]([CH:1]([CH3:3])[CH3:2])[C:9]1=[O:10] |f:0.1,^1:13|. Reported procedure: Eighty parts of sodium 3-isopropyl-6-methylthio-s-triazine-2,4(1H,3H)-dione and 49 parts of methyl iodide are refluxed overnight in 700 parts of acetonitrile. The solvent is evaporated and the residue dissolved in methylene chloride. The methylene chloride solution is washed with water, dried, and evaporated to afford after recrystallization from 1-chlorobutane: hexane 54 parts of 1-methyl-3-isopropyl-6-methylthio-s-triazine-2,4(1H,3H)-dione, m.p. 74°-77°. Reactants: CC1=C(N=C(O1)C1=CC=CC=C1)COC1=CC=C(C=C1)CCCBr (3-[4-(5-methyl-2-phenyl-4-oxazolylmethoxy)phenyl]propyl bromide), [C-]#N.[K+] (potassium cyanide), CN(C=O)C (N,N-dimethylformamide). The solvent is O (water). Run at temperature 80 celsius, time 3 hour. Yields the product CC1=C(N=C(O1)C1=CC=CC=C1)COC1=CC=C(C=C1)CCCC#N (4-[4-(5-methyl-2-phenyl-4-oxazolylmethoxy)phenyl]butyronitrile). Isolated yield 92.0%. RXN SMILES: [CH3:1][C:2]1[O:6][C:5]([C:7]2[CH:12]=[CH:11][CH:10]=[CH:9][CH:8]=2)=[N:4][C:3]=1[CH2:13][O:14][C:15]1[CH:20]=[CH:19][C:18]([CH2:21][CH2:22][CH2:23]Br)=[CH:17][CH:16]=1.[C-]#N.[K+].[CH3:28][N:29](C)C=O>O>[CH3:1][C:2]1[O:6][C:5]([C:7]2[CH:12]=[CH:11][CH:10]=[CH:9][CH:8]=2)=[N:4][C:3]=1[CH2:13][O:14][C:15]1[CH:20]=[CH:19][C:18]([CH2:21][CH2:22][CH2:23][C:28]#[N:29])=[CH:17][CH:16]=1 |f:1.2|. Procedure details: A mixture of 3-[4-(5-methyl-2-phenyl-4-oxazolylmethoxy)phenyl]propyl bromide (1.5 g), powdered potassium cyanide (1.52 g) and N,N-dimethylformamide (30 ml) was stirred for 3 hours at 80° C. The reaction mixture was poured into water, which was subjected to extraction with ethyl acetate. The ethyl acetate layer was washed with water and dried (MgSO4), which was then concentrated to give 4-[4-(5-methyl-2-phenyl-4-oxazolylmethoxy)phenyl]butyronitrile (1.2 g, 92%). Recrystallization of the product f... Reactants: O=C([O-])[O-], CC#CCn1c(N2CCCC(NC(=O)OC(C)(C)C)C2)nc2c(=O)n(C)[nH]c(=O)c21, Cc1cc2ccccc2c(CCl)n1, CN(C)C=O, [K+], [K+], O. The product is CC#CCn1c(N2CCCC(NC(=O)OC(C)(C)C)C2)nc2c(=O)n(C)n(Cc3nc(C)cc4ccccc34)c(=O)c21. Reaction SMILES: [C:31](=[O:32])([O-:33])[O-:34].[CH2:1]([C:2]#[C:3][CH3:4])[n:5]1[c:6]([N:17]2[CH2:18][CH:19]([NH:23][C:24](=[O:25])[O:26][C:27]([CH3:28])([CH3:29])[CH3:30])[CH2:20][CH2:21][CH2:22]2)[n:7][c:8]2[c:9]1[c:10](=[O:16])[nH:11][n:12]([CH3:15])[c:13]2=[O:14].[CH3:37][c:38]1[n:39][c:40]([CH2:48][Cl:49])[c:41]2[cH:42][cH:43][cH:44][cH:45][c:46]2[cH:47]1.[CH3:51][N:52]([CH3:53])[CH:54]=[O:55].[K+:35].[K+:36].[OH2:50]>>[CH2:1]([C:2]#[C:3][CH3:4])[n:5]1[c:6]([N:17]2[CH2:18][CH:19]([NH:23][C:24](=[O:25])[O:26][C:27]([CH3:28])([CH3:29])[CH3:30])[CH2:20][CH2:21][CH2:22]2)[n:7][c:8]2[c:9]1[c:10](=[O:16])[n:11]([CH2:48][c:40]1[n:39][c:38]([CH3:37])[cH:47][c:46]3[c:41]1[cH:42][cH:43][cH:44][cH:45]3)[n:12]([CH3:15])[c:13]2=[O:14]. The reactants are [H-].[Al+3].[Li+].[H-].[H-].[H-] (lithium aluminum hydride), CO (methanol), COC=1C=CC2=C(SC(=C2C(=O)C2=CC=C(C=C2)CCC(=O)N2CCCCC2)C2CCCCC2)C1 ((6-methoxy-2-cyclohexylbenzo[b]thien-3-yl)[4-[2-(1-piperidinylcarbonyl)ethyl]phenyl]methanone), O (water). Run in C1CCOC1 (THF), C(C)(=O)OCC (ethyl acetate). The product is COC=1C=CC2=C(SC(=C2C(O)C2=CC=C(C=C2)CCCN2CCCCC2)C2CCCCC2)C1 ((6-methoxy-2-cyclohexylbenzo[b]thien-3-yl)[4-[3-(1-piperidinyl)propyl]phenyl]methanol). Yield: 31.1%. RXN SMILES: [CH3:1][O:2][C:3]1[CH:4]=[CH:5][C:6]2[C:10]([C:11]([C:13]3[CH:18]=[CH:17][C:16]([CH2:19][CH2:20][C:21]([N:23]4[CH2:28][CH2:27][CH2:26][CH2:25][CH2:24]4)=O)=[CH:15][CH:14]=3)=[O:12])=[C:9]([CH:29]3[CH2:34][CH2:33][CH2:32][CH2:31][CH2:30]3)[S:8][C:7]=2[CH:35]=1.[H-].[Al+3].[Li+].[H-].[H-].[H-].O.CO>C1COCC1.C(OCC)(=O)C>[CH3:1][O:2][C:3]1[CH:4]=[CH:5][C:6]2[C:10]([CH:11]([C:13]3[CH:14]=[CH:15][C:16]([CH2:19][CH2:20][CH2:21][N:23]4[CH2:28][CH2:27][CH2:26][CH2:25][CH2:24]4)=[CH:17][CH:18]=3)[OH:12])=[C:9]([CH:29]3[CH2:30][CH2:31][CH2:32][CH2:33][CH2:34]3)[S:8][C:7]=2[CH:35]=1 |f:1.2.3.4.5.6|. Reported procedure: 353 mg of (6-methoxy-2-cyclohexylbenzo[b]thien-3-yl)[4-[2-(1-piperidinylcarbonyl)ethyl]phenyl]methanone was dissolved in 30 ml of THF, 850 mg of lithium aluminum hydride was added, and the mixture was refluxed with heating for 1 hour. A small quantity of water was added to the reaction mixture, followed by stirring, 1 ml of methanol was added, followed by stirring for 5 minutes, and 5 ml of ethyl acetate was added, followed by stirring for 5 minutes. The mixture was filtered using a super cell, ... Starting materials: CCOC(C)=O, O=C(O)Cc1cccc(C(F)(F)F)c1, N#Cc1c(Oc2cccc(N)c2)ccc2nc(NC(=O)C3CC3)sc12, c1ccncc1. Yields the product N#Cc1c(Oc2cccc(NC(=O)Cc3cccc(C(F)(F)F)c3)c2)ccc2nc(NC(=O)C3CC3)sc12. As a reaction SMILES: [CH3:46][CH2:47][O:48][C:49](=[O:50])[CH3:51].[F:26][C:27]([c:28]1[cH:29][c:30]([CH2:34][C:35](=[O:36])[OH:37])[cH:31][cH:32][cH:33]1)([F:38])[F:39].[NH2:1][c:2]1[cH:3][c:4]([O:5][c:6]2[c:7]([C:21]#[N:22])[c:8]3[c:9]([n:10][c:11]([NH:13][C:14](=[O:15])[CH:16]4[CH2:17][CH2:18]4)[s:12]3)[cH:19][cH:20]2)[cH:23][cH:24][cH:25]1.[cH:40]1[cH:41][cH:42][n:43][cH:44][cH:45]1>>[NH:1]([c:2]1[cH:3][c:4]([O:5][c:6]2[c:7]([C:21]#[N:22])[c:8]3[c:9]([n:10][c:11]([NH:13][C:14](=[O:15])[CH:16]4[CH2:17][CH2:18]4)[s:12]3)[cH:19][cH:20]2)[cH:23][cH:24][cH:25]1)[C:35]([CH2:34][c:30]1[cH:29][c:28]([C:27]([F:26])([F:38])[F:39])[cH:33][cH:32][cH:31]1)=[O:36]. Starting materials: C(CN)N (Ethylenediamine), ClC1=CNC2=CC=CC(=C12)N=C=S (3-chloro-4-isothiocyanatoindole). The solvent is C(Cl)Cl (methylene chloride). Conditions: time 1 hour. Yields the product NCCNC(NC1=C2C(=CNC2=CC=C1)Cl)=S (4-[N'-(2-aminoethyl)thioureido]-3-chloroindole). Yield: 101.7%. As a reaction SMILES: [CH2:1]([NH2:4])[CH2:2][NH2:3].[Cl:5][C:6]1[C:14]2[C:9](=[CH:10][CH:11]=[CH:12][C:13]=2[N:15]=[C:16]=[S:17])[NH:8][CH:7]=1>C(Cl)Cl>[NH2:3][CH2:2][CH2:1][NH:4][C:16](=[S:17])[NH:15][C:13]1[CH:12]=[CH:11][CH:10]=[C:9]2[C:14]=1[C:6]([Cl:5])=[CH:7][NH:8]2. Procedure details: Ethylenediamine (0.711 mL, 10.6 mmol) is added to a solution of 3-chloro-4-isothiocyanatoindole (0.370 g, 1.77 mmol) in methylene chloride (15 mL). The resulting solution is stirred at room temperature for 1 hour. The reaction mixture is concentrated by rotary evaporation and the crude material purified via silica gel column chromatography using 7% methanol (ammonium hydroxide treated)/methylene chloride as the eluent. The appropriate fractions are combined and the solvents removed by rotary eva...